From a dataset of the Open Reaction Database (ORD), a public repository of structured organic reaction records. describe an organic reaction: reactants, conditions, products, and yield The reactants are CC1(C)CC2CC(C)(CN2)C1, CS(C)=O, CCOC(=O)c1cn(C)c2cnc3cc(F)c(F)cc3c2c1=O, O. Product: CCOC(=O)c1cn(C)c2cnc3cc(F)c(N4CC5(C)CC4CC(C)(C)C5)cc3c2c1=O. RXN SMILES: [CH3:24][C:25]12[CH2:26][C:27]([CH3:33])([CH3:34])[CH2:28][CH:29]([NH:30][CH2:31]1)[CH2:32]2.[CH3:36][S:37](=[O:38])[CH3:39].[F:1][c:2]1[cH:3][c:4]2[c:5]([c:6]3[c:7](=[O:20])[c:8]([C:15](=[O:16])[O:17][CH2:18][CH3:19])[cH:9][n:10]([CH3:14])[c:11]3[cH:12][n:13]2)[cH:21][c:22]1[F:23].[OH2:35]>>[F:1][c:2]1[cH:3][c:4]2[c:5]([c:6]3[c:7](=[O:20])[c:8]([C:15](=[O:16])[O:17][CH2:18][CH3:19])[cH:9][n:10]([CH3:14])[c:11]3[cH:12][n:13]2)[cH:21][c:22]1[N:30]1[CH:29]2[CH2:28][C:27]([CH3:33])([CH3:34])[CH2:26][C:25]([CH3:24])([CH2:31]1)[CH2:32]2. Starting materials: [BH4-], C1CCOC1, COc1ccc(-c2ccccc2)c2sc(NC(=O)c3ccc(C=O)cc3)nc12, Cl, [Na+], O. The product is COc1ccc(-c2ccccc2)c2sc(NC(=O)c3ccc(CO)cc3)nc12. As a reaction SMILES: [BH4-:29].[CH2:33]1[O:34][CH2:35][CH2:36][CH2:37]1.[CH:1](=[O:2])[c:3]1[cH:4][cH:5][c:6]([C:7](=[O:8])[NH:9][c:10]2[s:11][c:12]3[c:13]([n:14]2)[c:15]([O:25][CH3:26])[cH:16][cH:17][c:18]3-[c:19]2[cH:20][cH:21][cH:22][cH:23][cH:24]2)[cH:27][cH:28]1.[ClH:32].[Na+:30].[OH2:31]>>[CH2:1]([OH:2])[c:3]1[cH:4][cH:5][c:6]([C:7](=[O:8])[NH:9][c:10]2[s:11][c:12]3[c:13]([n:14]2)[c:15]([O:25][CH3:26])[cH:16][cH:17][c:18]3-[c:19]2[cH:20][cH:21][cH:22][cH:23][cH:24]2)[cH:27][cH:28]1.